Task: describe an organic reaction: reactants, conditions, products, and yield. Dataset: the Open Reaction Database (ORD), a public repository of structured organic reaction records Solvent: O (water), CO (methanol), CO (methanol). Reported procedure: 5-Aminomethyl-2-butyl-1-[(2'-carbomethoxybiphenyl-4-yl)methyl]-4-chloroimidazole (1.64 g. 3.98 mmol, 1 eq), 0.5N KOH in methanol (11.96 mL, 5.98 mmol, 1.5 eq), water (1.0 mL) and methanol (20 mL) were mixed and refluxed under N2 overnight. The solution was then brought to neutrality with 1N HCl and the solvents removed in vacuo. The residue was taken up in DMF and the salts filtered off. The DMF was then removed in vacuo to yield 1.76 g of a glass. NMR (200 MHz, DMSO-d6) δ7.50 (d, 1H, J=7 Hz); 7... The yield is 111.1%. RXN SMILES: [NH2:1][CH2:2][C:3]1[N:7]([CH2:8][C:9]2[CH:14]=[CH:13][C:12]([C:15]3[CH:20]=[CH:19][CH:18]=[CH:17][C:16]=3[C:21]([O:23]C)=[O:22])=[CH:11][CH:10]=2)[C:6]([CH2:25][CH2:26][CH2:27][CH3:28])=[N:5][C:4]=1[Cl:29].[OH-].[K+].Cl>O.CO>[NH2:1][CH2:2][C:3]1[N:7]([CH2:8][C:9]2[CH:10]=[CH:11][C:12]([C:15]3[CH:20]=[CH:19][CH:18]=[CH:17][C:16]=3[C:21]([OH:23])=[O:22])=[CH:13][CH:14]=2)[C:6]([CH2:25][CH2:26][CH2:27][CH3:28])=[N:5][C:4]=1[Cl:29] |f:1.2|. The product is NCC1=C(N=C(N1CC1=CC=C(C=C1)C1=C(C=CC=C1)C(=O)O)CCCC)Cl (5-Aminomethyl-2-butyl-1-[(2'-carboxybiphenyl-4-yl)methyl]-4-chloroimidazol). Starting materials: NCC1=C(N=C(N1CC1=CC=C(C=C1)C1=C(C=CC=C1)C(=O)OC)CCCC)Cl (5-Aminomethyl-2-butyl-1-[(2'-carbomethoxybiphenyl-4-yl)methyl]-4-chloroimidazole), [OH-].[K+] (KOH), Cl (HCl). The reactants are CS(C)=O, CS(=O)(=O)N1CC2(CCNCC2)c2ccccc21, Cl, [Na+], [OH-], O, O=C(Nc1nc2ccccc2s1)Oc1ccccc1. Yields the product CS(=O)(=O)N1CC2(CCN(C(=O)Nc3nc4ccccc4s3)CC2)c2ccccc21. RXN SMILES: [CH3:41][S:42]([CH3:43])=[O:44].[CH3:4][S:5](=[O:6])(=[O:7])[N:8]1[CH2:9][C:10]2([c:11]3[cH:12][cH:13][cH:14][cH:15][c:16]31)[CH2:17][CH2:18][NH:19][CH2:20][CH2:21]2.[ClH:3].[Na+:2].[OH-:1].[OH2:45].[s:22]1[c:23]([NH:31][C:32]([O:33][c:35]2[cH:36][cH:37][cH:38][cH:39][cH:40]2)=[O:34])[n:24][c:25]2[c:26]1[cH:27][cH:28][cH:29][cH:30]2>>[CH3:4][S:5](=[O:6])(=[O:7])[N:8]1[CH2:9][C:10]2([c:11]3[cH:12][cH:13][cH:14][cH:15][c:16]31)[CH2:17][CH2:18][N:19]([C:32]([NH:31][c:23]1[s:22][c:26]3[c:25]([n:24]1)[cH:30][cH:29][cH:28][cH:27]3)=[O:33])[CH2:20][CH2:21]2. Starting materials: ClCC1=NOC(=N1)C1=CC(=C(C(=C1)C(C)(C)C)O)C(C)(C)C (4-[3-(chloromethyl)-1,2,4-oxadiazol-5-yl]-2,6-bis(1,1-dimethylethyl)phenol), C[S-].[Na+] (sodium thiomethoxide). Run in CO (methanol). Reaction conditions: temperature 75 celsius. The product is CC(C)(C)C1=C(C(=CC(=C1)C1=NC(=NO1)CSC)C(C)(C)C)O (2,6-bis(1,1-dimethylethyl)-4-[3-[(methylthio)methyl]-1,2,4-oxadiazol-5-yl]phenol). Reaction SMILES: Cl[CH2:2][C:3]1[N:7]=[C:6]([C:8]2[CH:13]=[C:12]([C:14]([CH3:17])([CH3:16])[CH3:15])[C:11]([OH:18])=[C:10]([C:19]([CH3:22])([CH3:21])[CH3:20])[CH:9]=2)[O:5][N:4]=1.[CH3:23][S-:24].[Na+]>CO>[CH3:15][C:14]([C:12]1[CH:13]=[C:8]([C:6]2[O:5][N:4]=[C:3]([CH2:2][S:24][CH3:23])[N:7]=2)[CH:9]=[C:10]([C:19]([CH3:22])([CH3:21])[CH3:20])[C:11]=1[OH:18])([CH3:17])[CH3:16] |f:1.2|. Reported procedure: A mixture of 2.3 g (0.007 mole) of 4-[3-(chloromethyl)-1,2,4-oxadiazol-5-yl]-2,6-bis(1,1-dimethylethyl)phenol and 0.7 g (0.009 mole) of sodium thiomethoxide in methanol (90 ml) is heated at 75° C. for 1.5 hours. The solution is concentrated to one-third the volume (~30 ml) and diluted with water (50 ml), acidified (pH 4) with 1N hydrochloric acid and extracted with ethyl acetate (2×50 ml). The organic phase is washed with saturated sodium chloride (2×40 ml), dried (anhydrous magnesium sulfate) a... Starting materials: compound, I.C(C)OC(CCCOC1=CC=C(C=C1)C(N)=N)=O (4-(4-Amidinophenoxy)butanoic acid ethyl ester hydroiodide). The solvent is Cl (hydrochloric acid), C(C)(=O)O (acetic acid). Conditions: temperature 50 celsius, time 8 hour. Product: C(N)(=N)C1=CC=C(OCCCC(=O)O)C=C1 (4-(4-Amidinophenoxy)butanoic acid). RXN SMILES: I.C([O:4][C:5](=[O:19])[CH2:6][CH2:7][CH2:8][O:9][C:10]1[CH:15]=[CH:14][C:13]([C:16](=[NH:18])[NH2:17])=[CH:12][CH:11]=1)C>Cl.C(O)(=O)C>[C:16]([C:13]1[CH:14]=[CH:15][C:10]([O:9][CH2:8][CH2:7][CH2:6][C:5]([OH:19])=[O:4])=[CH:11][CH:12]=1)(=[NH:17])[NH2:18] |f:0.1|. Procedure details: The compound (500 mg) obtained in the above (2) is dissolved in a mixture of 1N hydrochloric acid (5 ml) and acetic acid (5 ml), and the mixture is stirred at 50° C. for 8 hours. The reaction mixture is concentrated under reduced pressure, and the residue is dried to give the title compound (388 mg) as a brown solid. The reactants are CC(C)(C)OC(=O)NC1CCCN(C(=O)OCc2ccccc2)C1, [H-], CI, [Na+], CN(C)C=O, O. Yields the product CN(C(=O)OC(C)(C)C)C1CCCN(C(=O)OCc2ccccc2)C1. As a reaction SMILES: [C:1]([CH3:2])([CH3:3])([CH3:4])[O:5][C:6](=[O:7])[NH:8][CH:9]1[CH2:10][N:11]([C:15](=[O:16])[O:17][CH2:18][c:19]2[cH:20][cH:21][cH:22][cH:23][cH:24]2)[CH2:12][CH2:13][CH2:14]1.[H-:25].[I:27][CH3:28].[Na+:26].[O:30]=[CH:31][N:32]([CH3:33])[CH3:34].[OH2:29]>>[C:1]([CH3:2])([CH3:3])([CH3:4])[O:5][C:6](=[O:7])[N:8]([CH:9]1[CH2:10][N:11]([C:15](=[O:16])[O:17][CH2:18][c:19]2[cH:20][cH:21][cH:22][cH:23][cH:24]2)[CH2:12][CH2:13][CH2:14]1)[CH3:28]. The reactants are COC(C1=C(C=C2CCCNC2=N1)OC)OC (7-(dimethoxymethyl)-6-methoxy-1,2,3,4-tetrahydro-1,8-naphthyridine), COC(C1=C(C=C2CCCNC2=N1)OC)OC (7-(dimethoxymethyl)-6-methoxy-1,2,3,4-tetrahydro-1,8-naphthyridine), C1(=CC=CC=C1)OC(OC1=CC=CC=C1)=O (diphenylcarbonate), [Li+].C[Si](C)(C)[N-][Si](C)(C)C (LHMDS). The solvent is C1CCOC1 (THF). Reaction conditions: time 25 minute. Yields the product COC(C1=C(C=C2CCCN(C2=N1)C(=O)OC1=CC=CC=C1)OC)OC (phenyl 7-(dimethoxymethyl)-6-methoxy-3,4-dihydro-1,8-naphthyridine-1(2H)-carboxylate). As a reaction SMILES: [CH3:1][O:2][CH:3]([O:16][CH3:17])[C:4]1[N:13]=[C:12]2[C:7]([CH2:8][CH2:9][CH2:10][NH:11]2)=[CH:6][C:5]=1[O:14][CH3:15].[C:18]1([O:24][C:25](=O)[O:26]C2C=CC=CC=2)[CH:23]=[CH:22][CH:21]=[CH:20][CH:19]=1.[Li+].C[Si]([N-][Si](C)(C)C)(C)C>C1COCC1>[CH3:17][O:16][CH:3]([O:2][CH3:1])[C:4]1[N:13]=[C:12]2[C:7]([CH2:8][CH2:9][CH2:10][N:11]2[C:25]([O:24][C:18]2[CH:23]=[CH:22][CH:21]=[CH:20][CH:19]=2)=[O:26])=[CH:6][C:5]=1[O:14][CH3:15] |f:2.3|. Procedure: A solution of 7-(dimethoxymethyl)-6-methoxy-1,2,3,4-tetrahydro-1,8-naphthyridine (intermediate 309, 76 mg, 0.319 mmol) and diphenylcarbonate (137 mg, 0.638 mmol) in THF (2 ml) at −15° C. was treated drop wise with LHMDS (1 M in THF, 0.35 ml, 0.35 mmol) and stirred for 25 min. The reaction mixture was then quenched with sat. aq. NH4Cl and extracted with EtOAc (2×). The combined organic layers were washed with brine, dried over Na2SO4, filtered and concentrated under reduced pressure. The crude ma...